This data is from the Open Reaction Database (ORD), a public repository of structured organic reaction records. The task is: describe an organic reaction: reactants, conditions, products, and yield Starting materials: N1C(=NC2=C1C=CC=C2)NC2CCN(CC2)C(=O)OCC (Ethyl 4-(1H-benzimidazol-2-ylamino)-1-piperidinecarboxylate), Cl (hydrochloric acid). Yields the product Cl.Cl.N1CCC(CC1)NC1=NC2=C(N1)C=CC=C2 (N-(4-Piperidinyl)-1H-benzimidazol-2-amine, dihydrochloride salt). As a reaction SMILES: [NH:1]1[C:5]2[CH:6]=[CH:7][CH:8]=[CH:9][C:4]=2[N:3]=[C:2]1[NH:10][CH:11]1[CH2:16][CH2:15][N:14](C(OCC)=O)[CH2:13][CH2:12]1.[ClH:22]>>[ClH:22].[ClH:22].[NH:14]1[CH2:13][CH2:12][CH:11]([NH:10][C:2]2[NH:1][C:5]3[CH:6]=[CH:7][CH:8]=[CH:9][C:4]=3[N:3]=2)[CH2:16][CH2:15]1 |f:2.3.4|. Procedure: The product from step (i) (0.58 g) was heated under reflux with 5M hydrochloric acid (20 ml) for 24 h. The solvent was evaporated under reduced pressure, the residue azetroped with toluene, washed with ether. Yield 0.58 g as a solid. The reactants are C(OC1=NC=CC=C1)(OC1=NC=CC=C1)=S (O,O-di-2-pyridinyl thiocarbonate), N1C=CC=2C1=NC=CC2CN ((1H-pyrrolo[2,3-b]pyridin-4-yl)methanamine). Run in O1CCCC1 (tetrahydrofuran). Conditions: time 30 minute. Product: N(=C=S)CC1=C2C(=NC=C1)NC=C2 (4-(isothiocyanatomethyl)-1H-pyrrolo[2,3-b]pyridine). Yield: 74.6%. As a reaction SMILES: [C:1](=[S:16])(OC1C=CC=CN=1)OC1C=CC=CN=1.[NH:17]1[C:21]2=[N:22][CH:23]=[CH:24][C:25]([CH2:26][NH2:27])=[C:20]2[CH:19]=[CH:18]1>O1CCCC1>[N:27]([CH2:26][C:25]1[CH:24]=[CH:23][N:22]=[C:21]2[NH:17][CH:18]=[CH:19][C:20]=12)=[C:1]=[S:16]. Procedure: O,O-di-2-pyridinyl thiocarbonate (1136 mg, 4.89 mmol) was added to a solution of (1H-pyrrolo[2,3-b]pyridin-4-yl)methanamine (720 mg, 4.89 mmol) in tetrahydrofuran (THF) (60 mL). Let stir at RT for 30 minutes and concentrated. The residue was purified via Biotage (0% to 50% gradient EtOAc:Hex; 25 g-HP-silica gel column) to obtain 690 mg of 4-(isothiocyanatomethyl)-1H-pyrrolo[2,3-b]pyridine. 1H NMR (400 MHz, DMSO-d6) δ ppm 5.26 (s, 2H) 6.57 (dd, J=3.54, 1.77 Hz, 1H) 7.07 (d, J=4.80 Hz, 1H) 7.50-7.... The reactants are N12CCN(C(CC1)CC2)C2=CC=C(C=N2)N (6-(1,4-diaza-bicyclo[3.2.2]non-4-yl)-pyridin-3-ylamine), C(#N)C=1C=C(C(=O)Cl)C=CC1 (3-cyanobenzoyl chloride). The product is Cl.N12CCN(C(CC1)CC2)C2=CC=C(C=N2)NC(C2=CC(=CC=C2)C#N)=O (N-[6-(1,4-Diaza-bicyclo[3.2.2]non-4-yl)-pyridin-3-yl]-3-cyano-benzamide hydrochloric acid salt). Reaction SMILES: [N:1]12[CH2:9][CH2:8][CH:5]([CH2:6][CH2:7]1)[N:4]([C:10]1[N:15]=[CH:14][C:13]([NH2:16])=[CH:12][CH:11]=1)[CH2:3][CH2:2]2.[C:17]([C:19]1[CH:20]=[C:21]([CH:25]=[CH:26][CH:27]=1)[C:22]([Cl:24])=[O:23])#[N:18]>>[ClH:24].[N:1]12[CH2:7][CH2:6][CH:5]([CH2:8][CH2:9]1)[N:4]([C:10]1[N:15]=[CH:14][C:13]([NH:16][C:22](=[O:23])[C:21]3[CH:25]=[CH:26][CH:27]=[C:19]([C:17]#[N:18])[CH:20]=3)=[CH:12][CH:11]=1)[CH2:3][CH2:2]2 |f:2.3|. Reported procedure: Was prepared according to Method G from 6-(1,4-diaza-bicyclo[3.2.2]non-4-yl)-pyridin-3-ylamine and 3-cyanobenzoyl chloride. Mp. >265° C. (decomp.). Reactants: CCNCC, Cc1cccc(C)c1N(CC(C)OS(C)(=O)=O)S(C)(=O)=O, CCOCC. Product: CCN(CC)C(C)CN(c1c(C)cccc1C)S(C)(=O)=O. Reaction SMILES: [CH2:22]([CH3:23])[NH:24][CH2:25][CH3:26].[CH3:1][c:2]1[c:3]([N:9]([S:10](=[O:11])(=[O:12])[CH3:13])[CH2:14][CH:15]([CH3:16])[O:17][S:18]([CH3:19])(=[O:20])=[O:21])[c:4]([CH3:8])[cH:5][cH:6][cH:7]1.[CH3:27][CH2:28][O:29][CH2:30][CH3:31]>>[CH3:1][c:2]1[c:3]([N:9]([S:10](=[O:11])(=[O:12])[CH3:13])[CH2:14][CH:15]([CH3:16])[N:24]([CH2:22][CH3:23])[CH2:25][CH3:26])[c:4]([CH3:8])[cH:5][cH:6][cH:7]1.